Dataset: the Open Reaction Database (ORD), a public repository of structured organic reaction records. Task: describe an organic reaction: reactants, conditions, products, and yield Reactants: C[O-], COCCOC, Cc1cc(-c2ccccc2)nc(Cl)c1C#N, Cl, [Na+], O. RXN SMILES: [CH3:17][O-:18].[CH3:22][O:23][CH2:24][CH2:25][O:26][CH3:27].[Cl:1][c:2]1[c:3]([C:4]#[N:5])[c:6]([CH3:16])[cH:7][c:8](-[c:10]2[cH:11][cH:12][cH:13][cH:14][cH:15]2)[n:9]1.[ClH:21].[Na+:19].[OH2:20]>>[c:2]1([O:18][CH3:17])[c:3]([C:4]#[N:5])[c:6]([CH3:16])[cH:7][c:8](-[c:10]2[cH:11][cH:12][cH:13][cH:14][cH:15]2)[n:9]1. Product: COc1nc(-c2ccccc2)cc(C)c1C#N. Starting materials: Clc1ccccc1-n1ncnc1-c1cn2c(n1)-c1cc(Br)ccc1OCC2, O=C([O-])[O-], [Cs+], [Cs+], C1COCCO1, O, OB(O)c1cncnc1. The product is Clc1ccccc1-n1ncnc1-c1cn2c(n1)-c1cc(-c3cncnc3)ccc1OCC2. RXN SMILES: [Br:1][c:2]1[cH:3][cH:4][c:5]2[c:6]([cH:27]1)-[c:7]1[n:8]([cH:12][c:13](-[c:15]3[n:16][cH:17][n:18][n:19]3-[c:20]3[c:21]([Cl:26])[cH:22][cH:23][cH:24][cH:25]3)[n:14]1)[CH2:9][CH2:10][O:11]2.[C:37](=[O:38])([O-:39])[O-:40].[Cs+:41].[Cs+:42].[O:44]1[CH2:45][CH2:46][O:47][CH2:48][CH2:49]1.[OH2:43].[n:28]1[cH:29][n:30][cH:31][c:32]([B:34]([OH:35])[OH:36])[cH:33]1>>[c:2]1(-[c:32]2[cH:31][n:30][cH:29][n:28][cH:33]2)[cH:3][cH:4][c:5]2[c:6]([cH:27]1)-[c:7]1[n:8]([cH:12][c:13](-[c:15]3[n:16][cH:17][n:18][n:19]3-[c:20]3[c:21]([Cl:26])[cH:22][cH:23][cH:24][cH:25]3)[n:14]1)[CH2:9][CH2:10][O:11]2.